From a dataset of the Open Reaction Database (ORD), a public repository of structured organic reaction records. describe an organic reaction: reactants, conditions, products, and yield Starting materials: S1C(=CC=C1)C(=O)NN (2-thiophencarboxylic acid hydrazide), C(C1=CC=CC=C1)N=C=S (benzyl isothiocyanate), C(C1=CC=CC=C1)Br (benzyl bromide). The product is C(C1=CC=CC=C1)N1C(=NN=C1C=1SC=CC1)SCC1=CC=CC=C1 (4-benzyl-3-(benzylthio)-5-thien-2-yl-4H-1,2,4-triazole). As a reaction SMILES: [S:1]1[CH:5]=[CH:4][CH:3]=[C:2]1[C:6]([NH:8][NH2:9])=O.[CH2:10]([N:17]=[C:18]=[S:19])[C:11]1[CH:16]=[CH:15][CH:14]=[CH:13][CH:12]=1.[CH2:20](Br)[C:21]1[CH:26]=[CH:25][CH:24]=[CH:23][CH:22]=1>>[CH2:10]([N:17]1[C:6]([C:2]2[S:1][CH:5]=[CH:4][CH:3]=2)=[N:8][N:9]=[C:18]1[S:19][CH2:20][C:21]1[CH:26]=[CH:25][CH:24]=[CH:23][CH:22]=1)[C:11]1[CH:16]=[CH:15][CH:14]=[CH:13][CH:12]=1. Reported procedure: This compound was synthesized using the same methodology as described in Example 1 above, using 2-thiophencarboxylic acid hydrazide, benzyl isothiocyanate and benzyl bromide as the starting materials. (M+H)+−364.